Task: describe an organic reaction: reactants, conditions, products, and yield. Dataset: the Open Reaction Database (ORD), a public repository of structured organic reaction records Starting materials: CC1=C(C(=O)O)C(=CC=C1)C (2,6-dimethyl benzoic acid), FC(C(=O)NCO)(F)F (2,2,2-trifluoro-N-(hydroxymethyl)acetamide). The solvent is OS(=O)(=O)O (H2SO4). Run at time 24 hour. Product: FC(C(=O)NCC=1C(=C(C(=O)O)C(=CC1)C)C)(F)F (3-((2,2,2-trifluoroacetamido)methyl)-2,6-dimethylbenzoic acid). Isolated yield 56519.7%. As a reaction SMILES: [CH3:1][C:2]1[CH:10]=[CH:9][CH:8]=[C:7]([CH3:11])[C:3]=1[C:4]([OH:6])=[O:5].[F:12][C:13]([F:20])([F:19])[C:14]([NH:16][CH2:17]O)=[O:15]>OS(O)(=O)=O>[F:12][C:13]([F:20])([F:19])[C:14]([NH:16][CH2:17][C:10]1[C:2]([CH3:1])=[C:3]([C:7]([CH3:11])=[CH:8][CH:9]=1)[C:4]([OH:6])=[O:5])=[O:15]. Procedure: To a solution of 2,6-dimethyl benzoic acid (6.8 g, 0.045 mmol) in conc. H2SO4 (100 mL), 2,2,2-trifluoro-N-(hydroxymethyl)acetamide (7.1 g, 0.049 mmol) was added and the reaction mixture was stirred at RT for 24 h. After completion of the reaction, the reaction mass was quenched in ice water and stirred for 15 minutes. The obtained solid product was filtered and dried to afford 7.0 g of the desired title product. 1H NMR (300 MHz, DMSO d6): δ 2.26 (s, 6H), 4.36 (t, J=12.3 Hz, 2H), 7.09 (m, 1H), 7.... The reactants are O=C1CCC(=O)N1Br, COc1ccc2c(Nc3c(Cl)cncc3Cl)cc(=O)[nH]c2c1OC1CCCC1, CN(C)C=O, O. Product: COc1ccc2c(Nc3c(Cl)cncc3Cl)c(Br)c(=O)[nH]c2c1OC1CCCC1. Reaction SMILES: [Br:1][N:2]1[C:3](=[O:4])[CH2:5][CH2:6][C:7]1=[O:8].[CH:9]1([O:14][c:15]2[c:16]([O:35][CH3:36])[cH:17][cH:18][c:19]3[c:20]([NH:26][c:27]4[c:28]([Cl:34])[cH:29][n:30][cH:31][c:32]4[Cl:33])[cH:21][c:22](=[O:25])[nH:23][c:24]23)[CH2:10][CH2:11][CH2:12][CH2:13]1.[O:37]=[CH:38][N:39]([CH3:40])[CH3:41].[OH2:42]>>[Br:1][c:21]1[c:20]([NH:26][c:27]2[c:28]([Cl:34])[cH:29][n:30][cH:31][c:32]2[Cl:33])[c:19]2[cH:18][cH:17][c:16]([O:35][CH3:36])[c:15]([O:14][CH:9]3[CH2:10][CH2:11][CH2:12][CH2:13]3)[c:24]2[nH:23][c:22]1=[O:25]. The reactants are C(C)(=O)C1=CC=CC=C1 (acetophenone), Cl.CN1CCN(CC1)C\C(=N/O)\C1=CC(=CC=C1)CCC1=CC=CC=C1 ((Z)-2-(4-methylpiperazin-1-yl)-1-(3-(2-phenylethyl)-phenyl)-ethanone oxime hydrochloride), CN1CCN(CC1)C/C(=N/O)/C1=CC(=CC=C1)CCC1=CC=CC=C1 ((E)-2-(4-methylpiperazin-1-yl)-1-(3-(2-phenylethyl)-phenyl)-ethanone oxime). Yields the product CN1CCN(CC1)CC(=NO)C1=CC(=CC=C1)CCC1=CC=CC=C1 (2-(4-Methylpiperazin-1-yl)-1-(3-(2-phenylethyl)-phenyl)-ethanone oxime). RXN SMILES: C(C1C=CC=CC=1)(=O)C.Cl.[CH3:11][N:12]1[CH2:17][CH2:16][N:15]([CH2:18]/[C:19](/[C:22]2[CH:27]=[CH:26][CH:25]=[C:24]([CH2:28][CH2:29][C:30]3[CH:35]=[CH:34][CH:33]=[CH:32][CH:31]=3)[CH:23]=2)=[N:20]\[OH:21])[CH2:14][CH2:13]1.CN1CCN(C/C(/C2C=CC=C(CCC3C=CC=CC=3)C=2)=N/O)CC1>>[CH3:11][N:12]1[CH2:17][CH2:16][N:15]([CH2:18][C:19]([C:22]2[CH:27]=[CH:26][CH:25]=[C:24]([CH2:28][CH2:29][C:30]3[CH:31]=[CH:32][CH:33]=[CH:34][CH:35]=3)[CH:23]=2)=[N:20][OH:21])[CH2:14][CH2:13]1 |f:1.2|. Reported procedure: A Grignard compound synthesized from 1.0 g of magnesium and 10.0 g of 3-(2-phenylethyl)-bromobenzene in 30 ml of tetrahydrofuran was dropped at -60° C. under stirring for 3 min into 7.6 g of anhydrous acetic acid dissolved in 20 ml of tetrahydrofuran in a nitrogen atmosphere and stirred for further one hour. Then, the reaction solution was poured into a mixture of ice and an aqueous saturated solution of ammonium chloride and extracted with toluene. After separating the solution, it was washed w... The reactants are FC(C1=C(C=O)C(=CC=C1)C(F)(F)F)(F)F (2,6-bis(trifluoromethyl)benzaldehyde), NC=1C=C2[C@H]3[C@@H](N4C2=C(C1)CSCC4)CCN(C3)C(=O)OC(C)(C)C (tert-butyl (7bR,11aS)-6-amino-1,2,7b,10,11,11a-hexahydro-4H-pyrido[4,3-b][1,4]thiazepino[6,5,4-hi]indole-9(8H)-carboxylate). Yields the product FC(C1=C(CNC=2C=C3[C@H]4[C@@H](N5C3=C(C2)CSCC5)CCNC4)C(=CC=C1)C(F)(F)F)(F)F ((7bR,11aS)-N-[2,6-bis(trifluoromethyl)benzyl]-1,2,7b,8,9,10,11,11a-octahydro-4H-pyrido[4,3-b][1,4]thiazepino[6,5,4-hi]indol-6-amine). Procedure: Using 2,6-bis(trifluoromethyl)benzaldehyde and following the procedures described in EXAMPLE 126, tert-butyl (7bR,11aS)-6-amino-1,2,7b,10,11,11a-hexahydro-4H-pyrido[4,3-b][1,4]thiazepino[6,5,4-hi]indole-9(8H)-carboxylate from EXAMPLE 33, Part B was converted into the title compound of EXAMPLE 152. LRMS (ES)+: 488.4 (M+H)+. RXN SMILES: [F:1][C:2]([F:16])([F:15])[C:3]1[CH:10]=[CH:9][CH:8]=[C:7]([C:11]([F:14])([F:13])[F:12])[C:4]=1[CH:5]=O.[NH2:17][C:18]1[CH:19]=[C:20]2[C:24]3=[C:25]([CH2:27][S:28][CH2:29][CH2:30][N:23]3[C@H:22]3[CH2:31][CH2:32][N:33](C(OC(C)(C)C)=O)[CH2:34][C@@H:21]23)[CH:26]=1>>[F:1][C:2]([F:16])([F:15])[C:3]1[CH:10]=[CH:9][CH:8]=[C:7]([C:11]([F:14])([F:13])[F:12])[C:4]=1[CH2:5][NH:17][C:18]1[CH:19]=[C:20]2[C:24]3=[C:25]([CH2:27][S:28][CH2:29][CH2:30][N:23]3[C@H:22]3[CH2:31][CH2:32][NH:33][CH2:34][C@@H:21]23)[CH:26]=1. The reactants are N1CCCCC1 (piperidine), CN1CCOCC1 (methylmorpholine), CN(C)C1=NC=CC=C1 (dimethylaminopyridine), propanephosphonic anhydride, COC(=O)C=1C(=NOC1C(=O)O)C (4-methoxycarbonyl-3-methyl-isoxazole-5-carboxylic acid). Run in ClCCl (dichloromethane), ClCCl (dichloromethane), C(C)(=O)OCC (ethyl acetate). Reaction conditions: time 12 hour. Product: N1(CCCCC1)C(=O)C1=C(C(=NO1)C)C(=O)OC (Methyl 5-piperidinocarbonyl-3-methyl-isoxazole-4-carboxylate). Isolated yield 90.0%. Reaction SMILES: [NH:1]1[CH2:6][CH2:5][CH2:4][CH2:3][CH2:2]1.CN1CCOCC1.CN(C1C=CC=CN=1)C.[CH3:23][O:24][C:25]([C:27]1[C:28]([CH3:35])=[N:29][O:30][C:31]=1[C:32](O)=[O:33])=[O:26]>ClCCl.C(OCC)(=O)C>[N:1]1([C:32]([C:31]2[O:30][N:29]=[C:28]([CH3:35])[C:27]=2[C:25]([O:24][CH3:23])=[O:26])=[O:33])[CH2:6][CH2:5][CH2:4][CH2:3][CH2:2]1. Procedure details: At -5° C., 3.0 g (35.1 mmol) of piperidine, 10.1 g (100.0 mmol) of methylmorpholine, 1.1 g (9 mmol) of dimethylaminopyridine and 22.9 g of a 50% strength solution of propanephosphonic anhydride in dichloromethane (36.0 mmol) were added one after the other to 5.0 g (27.0 mmol) of 4-methoxycarbonyl-3-methyl-isoxazole-5-carboxylic acid in 100 ml of dichloromethane, and the mixture was stirred for 12 hours at room temperature. The solvent was stripped off under reduced pressure, and the residue was ... Reactants: CC(C)(C)O, C1CCOC1, CC=C(C)C, [O-][Cl+][O-], COc1ccc(CCNc2cc(-c3ccc(F)c(C=O)c3)nc(OC)n2)cc1, [Na+], [Na+], O, O, O=P([O-])(O)O. The product is COc1ccc(CCNc2cc(-c3ccc(F)c(C(=O)O)c3)nc(OC)n2)cc1. As a reaction SMILES: [C:45]([OH:46])([CH3:47])([CH3:48])[CH3:49].[CH2:50]1[O:51][CH2:52][CH2:53][CH2:54]1.[CH3:29][C:30](=[CH:31][CH3:32])[CH3:33].[Cl+:41]([O-:42])[O-:43].[F:1][c:2]1[c:3]([CH:4]=[O:5])[cH:6][c:7](-[c:10]2[n:11][c:12]([O:27][CH3:28])[n:13][c:14]([NH:16][CH2:17][CH2:18][c:19]3[cH:20][cH:21][c:22]([O:25][CH3:26])[cH:23][cH:24]3)[cH:15]2)[cH:8][cH:9]1.[Na+:40].[Na+:44].[OH2:34].[OH2:55].[P:35](=[O:36])([O-:37])([OH:38])[OH:39]>>[F:1][c:2]1[c:3]([C:4](=[O:5])[OH:36])[cH:6][c:7](-[c:10]2[n:11][c:12]([O:27][CH3:28])[n:13][c:14]([NH:16][CH2:17][CH2:18][c:19]3[cH:20][cH:21][c:22]([O:25][CH3:26])[cH:23][cH:24]3)[cH:15]2)[cH:8][cH:9]1.